From a dataset of the Open Reaction Database (ORD), a public repository of structured organic reaction records. describe an organic reaction: reactants, conditions, products, and yield Starting materials: Cc1cc(C)n(C(C)C(=O)Cl)n1, CC(C)(C)OC(=O)N1CCC(=O)CC1. The product is Cc1cc(C)n(C(C)C(=O)C2CN(C(=O)OC(C)(C)C)CCC2=O)n1. RXN SMILES: [CH3:1][c:2]1[n:3][n:4]([CH:8]([C:9](=[O:10])[Cl:11])[CH3:12])[c:5]([CH3:7])[cH:6]1.[O:13]=[C:14]1[CH2:15][CH2:16][N:17]([C:20](=[O:21])[O:22][C:23]([CH3:24])([CH3:25])[CH3:26])[CH2:18][CH2:19]1>>[CH3:1][c:2]1[n:3][n:4]([CH:8]([C:9](=[O:10])[CH:19]2[C:14](=[O:13])[CH2:15][CH2:16][N:17]([C:20](=[O:21])[O:22][C:23]([CH3:24])([CH3:25])[CH3:26])[CH2:18]2)[CH3:12])[c:5]([CH3:7])[cH:6]1. Reactants: C(CCCCCC)[C@H]1[C@H](O1)CO ((2R-cis)-3-heptyloxiranemethanol), [Cr](=O)(=O)([O-])O[Cr](=O)(=O)[O-].[NH+]1=CC=CC=C1.[NH+]1=CC=CC=C1 (pyridinium dichromate). The solvent is O (H2O), Cl (HCl), CN(C)C=O (DMF). Run at time 8 hour. Yields the product C(CCCCCC)[C@H]1[C@H](O1)C(=O)O ((2S-cis)-3-Heptyloxiranecarboxylic acid). RXN SMILES: [CH2:1]([C@@H:8]1[O:10][C@@H:9]1[CH2:11][OH:12])[CH2:2][CH2:3][CH2:4][CH2:5][CH2:6][CH3:7].[Cr](O[Cr]([O-])(=O)=O)([O-])(=O)=[O:14].[NH+]1C=CC=CC=1.[NH+]1C=CC=CC=1>CN(C=O)C.O.Cl>[CH2:1]([C@@H:8]1[O:10][C@@H:9]1[C:11]([OH:14])=[O:12])[CH2:2][CH2:3][CH2:4][CH2:5][CH2:6][CH3:7] |f:1.2.3|. Procedure details: To a solution of 500 mg (2.50 mmole) of (2R-cis)-3-heptyloxiranemethanol in 50 ml of DMF was added 3.30 g (8.75 mmole) of pyridinium dichromate. The reaction was allowed to stir overnight under argon. The mixture was then diluted with 150 ml H2O and 20 ml 0.1M HCl and washed three times with 50 ml of Et2O. The combined Et2O layers were dried over MgSO4, filtered and evaporated to afford a white powder. This residue was crystallized from petroleum ether to afford 39 mg of white power, mp 62°-3° C... Reactants: COC(C(=CNC1=CC=C(C=C1)F)C(C1=CC(=C(C=C1)C)C)=O)=O (2-(3,4-Dimethyl-benzoyl)-3-(4-fluoro-phenylamino)-acrylic acid methyl ester), COC(C(=COC)C(C1=CC(=C(C=C1)C)C)=O)=O (2-(3,4-dimethyl-benzoyl)-3-methoxy-acrylic acid methyl ester), FC=1C=C(N)C=CC1 (3-fluoroaniline). The product is COC(C(=CNC1=CC(=CC=C1)F)C(C1=CC(=C(C=C1)C)C)=O)=O (2-(3,4-Dimethyl-benzoyl)-3-(3-fluoro-phenylamino)-acrylic acid methyl ester). The yield is 50.1%. RXN SMILES: [CH3:1][O:2][C:3](=[O:24])[C:4]([C:14](=[O:23])[C:15]1[CH:20]=[CH:19][C:18]([CH3:21])=[C:17]([CH3:22])[CH:16]=1)=[CH:5][NH:6][C:7]1[CH:12]=[CH:11][C:10](F)=[CH:9][CH:8]=1.COC(=O)C(C(=O)C1C=CC(C)=C(C)C=1)=COC.[F:43]C1C=C(C=CC=1)N>>[CH3:1][O:2][C:3](=[O:24])[C:4]([C:14](=[O:23])[C:15]1[CH:20]=[CH:19][C:18]([CH3:21])=[C:17]([CH3:22])[CH:16]=1)=[CH:5][NH:6][C:7]1[CH:12]=[CH:11][CH:10]=[C:9]([F:43])[CH:8]=1. Reported procedure: Compound 2h was prepared following the procedure described in Step 1 of Example 1 using from 2g (8.06 mmol) of crude 2-(3,4-Dimethyl-benzoyl)-3-methoxy-acrylic acid methyl ester 1a and 0.806 g (7.26 mmol) 3-fluoroaniline. The crude product 2h was purified by recrystalization with dichloromethane/hexane to yield 1.19 g of 2-(3,4-Dimethyl-benzoyl)-3-(3-fluoro-phenylamino)-acrylic acid methyl ester as a brown solid.